describe an organic reaction: reactants, conditions, products, and yield From a dataset of the Open Reaction Database (ORD), a public repository of structured organic reaction records. Starting materials: C(C1=CC=CC=C1)OC=1C=CC=2C=3C(C(=NC2C1)Cl)=NN(C3)CC (7-benzyloxy-4-chloro-2-ethyl-2H-pyrazolo[3,4-c]quinoline), N (ammonia). Run in CO (methanol). Run at temperature 150 celsius. Yields the product C(C1=CC=CC=C1)OC=1C=CC=2C=3C(C(=NC2C1)N)=NN(C3)CC (7-(benzyloxy)-2-ethyl-2H-pyrazolo[3,4-c]quinolin-4-amine). RXN SMILES: [CH2:1]([O:8][C:9]1[CH:10]=[CH:11][C:12]2[C:13]3[C:14](=[N:20][N:21]([CH2:23][CH3:24])[CH:22]=3)[C:15](Cl)=[N:16][C:17]=2[CH:18]=1)[C:2]1[CH:7]=[CH:6][CH:5]=[CH:4][CH:3]=1.[NH3:25]>CO>[CH2:1]([O:8][C:9]1[CH:10]=[CH:11][C:12]2[C:13]3[C:14](=[N:20][N:21]([CH2:23][CH3:24])[CH:22]=3)[C:15]([NH2:25])=[N:16][C:17]=2[CH:18]=1)[C:2]1[CH:7]=[CH:6][CH:5]=[CH:4][CH:3]=1. Procedure: A mixture of 7-benzyloxy-4-chloro-2-ethyl-2H-pyrazolo[3,4-c]quinoline (1.20 g, 3.55 mmol) and 7 N ammonia in methanol (25 mL) was heated in a pressure vessel at 150° C. for 24 hours. The reaction mixture was concentrated under reduced pressure, purified via column chromatography on silica gel (eluting with 0-35% CMA/chloroform), concentrated under reduced pressure, and crystallized from acetonitrile to yield 0.93 g of 7-(benzyloxy)-2-ethyl-2H-pyrazolo[3,4-c]quinolin-4-amine as a tan solid, mp 22... Starting materials: BrBr (bromine), C(C)C1(C(N(CCCC1)C)=O)C1=CC(CCC1)=O (3-ethyl-hexahydro-1-methyl-3-(3-oxocyclohexen-1-yl)-2H-azepin-2-one), BrBr (bromine), O (water), O (water). Run in C(Cl)Cl (methylene chloride). Run at time 2 hour. Yields the product C(C)C1(C(N(CCCC1)C)=O)C1=CC(=CC=C1)O (3-Ethyl-hexahydro-3-(3-hydroxyphenyl)-1-methyl-2H-azepin-2-one). The yield is 87.9%. Reaction SMILES: [CH2:1]([C:3]1([C:12]2[CH2:17][CH2:16][CH2:15][C:14](=[O:18])[CH:13]=2)[CH2:9][CH2:8][CH2:7][CH2:6][N:5]([CH3:10])[C:4]1=[O:11])[CH3:2].BrBr.O>C(Cl)Cl>[CH2:1]([C:3]1([C:12]2[CH:17]=[CH:16][CH:15]=[C:14]([OH:18])[CH:13]=2)[CH2:9][CH2:8][CH2:7][CH2:6][N:5]([CH3:10])[C:4]1=[O:11])[CH3:2]. Procedure: A solution of crude 3-ethyl-hexahydro-1-methyl-3-(3-oxocyclohexen-1-yl)-2H-azepin-2-one (280.5 g) in methylene chloride (1.41) was stirred and treated with bromine (180 g) over 1.5 hours at 20°-25° C. with occasional water cooling. The reaction mixture was stirred at room temperature for two hours but TLC examination showed some starting material still present. Additional bromine (18 g) was added over ten minutes and the solution was stirred for a further one hour. TLC analysis detected no start... Reactants: O=C([O-])[O-], Cc1ccccc1, CC(C)(O)C#Cc1cccc(Cl)c1, [K+], [K+], C1COCCOCCOCCOCCOCCO1. Product: C#Cc1cccc(Cl)c1. As a reaction SMILES: [C:14](=[O:15])([O-:16])[O-:17].[CH3:38][c:39]1[cH:40][cH:41][cH:42][cH:43][cH:44]1.[Cl:1][c:2]1[cH:3][c:4]([C:8]#[C:9][C:10]([CH3:11])([OH:12])[CH3:13])[cH:5][cH:6][cH:7]1.[K+:18].[K+:19].[O:20]1[CH2:21][CH2:22][O:23][CH2:24][CH2:25][O:26][CH2:27][CH2:28][O:29][CH2:30][CH2:31][O:32][CH2:33][CH2:34][O:35][CH2:36][CH2:37]1>>[Cl:1][c:2]1[cH:3][c:4]([C:8]#[CH:9])[cH:5][cH:6][cH:7]1.